From a dataset of the Open Reaction Database (ORD), a public repository of structured organic reaction records. describe an organic reaction: reactants, conditions, products, and yield Starting materials: ClC1=CC=C(C=O)C=C1 (4-chlorobenzaldehyde), C(=O)([O-])[O-].[K+].[K+] (K2CO3). Reagents/catalysts: Cl[Ti](Cl)(Cl)Cl (TiCl4), [Zn] (zinc). Solvent: O1CCOCC1 (dioxane). Yields the product C1(=CC=CC=C1)C=CC1=CC=CC=C1 (Stilbene). As a reaction SMILES: Cl[C:2]1[CH:9]=[CH:8][C:5]([CH:6]=O)=[CH:4][CH:3]=1.C([O-])([O-])=O.[K+].[K+]>O1CCOCC1.Cl[Ti](Cl)(Cl)Cl.[Zn]>[C:5]1([CH:6]=[CH:6][C:5]2[CH:8]=[CH:9][CH:2]=[CH:3][CH:4]=2)[CH:8]=[CH:9][CH:2]=[CH:3][CH:4]=1 |f:1.2.3|. Reported procedure: 29 grams (0.2 mole) of 4-chlorobenzaldehyde were dissolved in 300 ml of absolute dioxane and treated at about 10° C. under nitrogen with 33 ml of TiCl4. There were added 39 grams of zinc dust to the golden suspension whereupon the suspension became a black lilac color. The mixture was heated under reflux for 4-5 hours and after cooling off hydrolyzed with 10% K2CO3 solution and extracted with ether. The organic phase was dried over MgSO4, the solvent rotated off and the stilbene recrystallized. Starting materials: O=C(O)CCc1ccc(Cl)cc1S, CS(=O)(=O)c1ccc(F)c(C(F)(F)F)c1, [H-], [Na+], CN(C)C=O. Yields the product CS(=O)(=O)c1ccc(Sc2cc(Cl)ccc2CCC(=O)O)c(C(F)(F)F)c1. RXN SMILES: [Cl:3][c:4]1[cH:5][c:6]([SH:15])[c:7]([CH2:10][CH2:11][C:12](=[O:13])[OH:14])[cH:8][cH:9]1.[F:16][c:17]1[c:18]([C:27]([F:28])([F:29])[F:30])[cH:19][c:20]([S:23](=[O:24])(=[O:25])[CH3:26])[cH:21][cH:22]1.[H-:1].[Na+:2].[O:31]=[CH:32][N:33]([CH3:34])[CH3:35]>>[Cl:3][c:4]1[cH:5][c:6]([S:15][c:17]2[c:18]([C:27]([F:28])([F:29])[F:30])[cH:19][c:20]([S:23](=[O:24])(=[O:25])[CH3:26])[cH:21][cH:22]2)[c:7]([CH2:10][CH2:11][C:12](=[O:13])[OH:14])[cH:8][cH:9]1. Reactants: C1(CCCCC1)N1C(=NC2=C1C=CC(=C2)C(=O)O)C=2C=C1N=C(C(=NC1=CC2)C2=CC=CC=C2)C2=CC=CC=C2 (1-Cyclohexyl-2-(2,3-diphenylquinoxalin-6-yl)-1H-benzimidazole-5-carboxylic acid), FC1=CC=C(C=C1)C(=O)C(=O)C1=CC=C(C=C1)F (4,4′-difluorobenzil). Yields the product FC1=CC=C(C=C1)C1=NC2=CC=C(C=C2N=C1C1=CC=C(C=C1)F)C1=NC2=C(N1C1CCCCC1)C=CC(=C2)C(=O)O (2-[2,3-Bis-(4-fluorophenyl)quinoxalin-6-yl]-1-cyclohexyl-1H-benzimidazole-5-carboxylic acid). Reaction SMILES: [CH:1]1([N:7]2[C:11]3[CH:12]=[CH:13][C:14]([C:16]([OH:18])=[O:17])=[CH:15][C:10]=3[N:9]=[C:8]2[C:19]2[CH:20]=[C:21]3[C:26](=[CH:27][CH:28]=2)[N:25]=C(C2C=CC=CC=2)C(C2C=CC=CC=2)=[N:22]3)[CH2:6][CH2:5][CH2:4][CH2:3][CH2:2]1.[F:41][C:42]1[CH:47]=[CH:46][C:45]([C:48]([C:50]([C:52]2[CH:57]=[CH:56][C:55]([F:58])=[CH:54][CH:53]=2)=O)=O)=[CH:44][CH:43]=1>>[F:41][C:42]1[CH:47]=[CH:46][C:45]([C:48]2[C:50]([C:52]3[CH:57]=[CH:56][C:55]([F:58])=[CH:54][CH:53]=3)=[N:22][C:21]3[C:26](=[CH:27][CH:28]=[C:19]([C:8]4[N:7]([CH:1]5[CH2:2][CH2:3][CH2:4][CH2:5][CH2:6]5)[C:11]5[CH:12]=[CH:13][C:14]([C:16]([OH:18])=[O:17])=[CH:15][C:10]=5[N:9]=4)[CH:20]=3)[N:25]=2)=[CH:44][CH:43]=1. Reported procedure: Prepared as described for Compound 406 using 4,4′-difluorobenzil in place of benzil. Starting materials: CC#CCOc1cc(Nc2ccccc2)ncn1, [Cl-], [H-], CCCI, [NH4+], [Na+], C1CCOC1. Product: CC#CCOc1cc(N(CCC)c2ccccc2)ncn1. As a reaction SMILES: [CH2:3]([C:4]#[C:5][CH3:6])[O:7][c:8]1[n:9][cH:10][n:11][c:12]([NH:14][c:15]2[cH:16][cH:17][cH:18][cH:19][cH:20]2)[cH:13]1.[Cl-:25].[H-:1].[I:21][CH2:22][CH2:23][CH3:24].[NH4+:26].[Na+:2].[O:27]1[CH2:28][CH2:29][CH2:30][CH2:31]1>>[CH2:3]([C:4]#[C:5][CH3:6])[O:7][c:8]1[n:9][cH:10][n:11][c:12]([N:14]([c:15]2[cH:16][cH:17][cH:18][cH:19][cH:20]2)[CH2:22][CH2:23][CH3:24])[cH:13]1. As a reaction SMILES: [CH2:33]1[O:34][CH2:35][CH2:36][CH2:37]1.[CH3:23][O:24][CH2:25][C:26](=[O:27])[Cl:28].[CH3:29][S:30]([CH3:31])=[O:32].[Cl:38][CH:39]([Cl:40])[CH3:41].[OH:1][CH2:2][CH2:3][CH2:4][S:5](=[O:6])(=[O:7])[c:8]1[cH:9][cH:10][c:11]([S:13](=[O:14])(=[O:15])[NH2:16])[s:12]1.[cH:17]1[cH:18][cH:19][n:20][cH:21][cH:22]1>>[O:1]([CH2:2][CH2:3][CH2:4][S:5](=[O:6])(=[O:7])[c:8]1[cH:9][cH:10][c:11]([S:13](=[O:14])(=[O:15])[NH2:16])[s:12]1)[C:26]([CH2:25][O:24][CH3:23])=[O:27]. Product: COCC(=O)OCCCS(=O)(=O)c1ccc(S(N)(=O)=O)s1. The reactants are C1CCOC1, COCC(=O)Cl, CS(C)=O, CC(Cl)Cl, NS(=O)(=O)c1ccc(S(=O)(=O)CCCO)s1, c1ccncc1. Starting materials: N,N′-carbodiimidazole, C(=O)(O)C=1C=CC2=C(N(C(=N2)C)CC2=C(C=CC=C2)Cl)C1 (6-carboxy-1-(2-chlorobenzyl)-2-methylbenzimidazole), [N+](=O)([O-])C1=CC=C(C=C1)S(=O)(=O)N (4-nitrobenzenesulfonamide), C1(=NNCCCCCCCC1)C1=CCCCCCCCCC1 (diazabicycloundecene). Solvent: CN(C=O)C (N,N-dimethylformamide), CN(C=O)C (N,N-dimethylformamide). Conditions: time 1 hour. Yields the product ClC1=C(CN2C(=NC3=C2C=C(C=C3)C(NS(=O)(=O)C3=CC=C(C=C3)[N+](=O)[O-])=O)C)C=CC=C1 (1-(2-chlorobenzyl)-2-methyl-6-(4-nitrobenzenesulfonylcarbamoyl)benzimidazole). The yield is 46.5%. As a reaction SMILES: [C:1]([C:4]1[CH:5]=[CH:6][C:7]2[N:11]=[C:10]([CH3:12])[N:9]([CH2:13][C:14]3[CH:19]=[CH:18][CH:17]=[CH:16][C:15]=3[Cl:20])[C:8]=2[CH:21]=1)([OH:3])=O.[N+:22]([C:25]1[CH:30]=[CH:29][C:28]([S:31]([NH2:34])(=[O:33])=[O:32])=[CH:27][CH:26]=1)([O-:24])=[O:23].C1(C2CCCCCCCCCC=2)CCCCCCCCNN=1>CN(C)C=O>[Cl:20][C:15]1[CH:16]=[CH:17][CH:18]=[CH:19][C:14]=1[CH2:13][N:9]1[C:8]2[CH:21]=[C:4]([C:1](=[O:3])[NH:34][S:31]([C:28]3[CH:27]=[CH:26][C:25]([N+:22]([O-:24])=[O:23])=[CH:30][CH:29]=3)(=[O:33])=[O:32])[CH:5]=[CH:6][C:7]=2[N:11]=[C:10]1[CH3:12]. Reported procedure: N,N′-carbodiimidazole (0.432 g) was added at a time to a solution of 0.400 g of 6-carboxy-1-(2-chlorobenzyl)-2-methylbenzimidazole in 15 ml of N,N-dimethylformamide, and the solution was stirred at room temperature for 1 hour. Subsequently, a solution of 0.538 g of 4-nitrobenzenesulfonamide and 0.405 g of diazabicycloundecene in 5 ml of N,N-dimethylformamide, and the mixture was stirred at 100° C. for 84 hours. The reaction solution was cooled, and the solvent was distilled off under reduced pre... The reactants are C(Br)(Br)(Br)Br (CBr4), CN1N=C(C=C1CO)C ((1,3-dimethyl-1H-pyrazol-5-yl)methanol), C1(=CC=CC=C1)P(C1=CC=CC=C1)C1=CC=CC=C1 (triphenylphosphine). Run in C1CCOC1 (THF). Run at time 2 hour. The product is BrCC1=CC(=NN1C)C (5-(Bromomethyl)-1,3-dimethyl-1H-pyrazole). Isolated yield 72.9%. RXN SMILES: [C:1]([Br:5])(Br)(Br)Br.[CH3:6][N:7]1[C:11](CO)=[CH:10][C:9]([CH3:14])=[N:8]1.C1(P(C2C=CC=CC=2)C2C=CC=CC=2)C=CC=CC=1>C1COCC1>[Br:5][CH2:1][C:11]1[N:7]([CH3:6])[N:8]=[C:9]([CH3:14])[CH:10]=1. Procedure details: CBr4 (4.7 g, 14.2 mmol) was added to a solution of (1,3-dimethyl-1H-pyrazol-5-yl)methanol (1.2 g, 9.5 mmol) and triphenylphosphine (3.7 g, 14.2 mmol) in THF (20 mL) at 0° C. and the resulting mixture was stirred for approximately 2 h at rt. After concentration in vacuo purification by column chromatography eluting with 2% EtOAc in hexane yielded the title compound (1.31 g, 6.93 mmol). Reactants: Cl, CC(C)(C)OC(=O)N1CCC(n2cc(-c3ccc4c(c3)CCN4C(=O)Cc3cc(F)ccc3F)c3c(N)ncnc32)CC1, C1COCCO1. Product: Nc1ncnc2c1c(-c1ccc3c(c1)CCN3C(=O)Cc1cc(F)ccc1F)cn2C1CCNCC1. As a reaction SMILES: [ClH:44].[NH2:1][c:2]1[c:3]2[c:4]([n:5][cH:6][n:7]1)[n:8]([CH:31]1[CH2:32][CH2:33][N:34]([C:37]([O:38][C:39]([CH3:40])([CH3:41])[CH3:42])=[O:43])[CH2:35][CH2:36]1)[cH:9][c:10]2-[c:11]1[cH:12][c:13]2[c:17]([cH:18][cH:19]1)[N:16]([C:20]([CH2:21][c:22]1[c:23]([F:29])[cH:24][cH:25][c:26]([F:28])[cH:27]1)=[O:30])[CH2:15][CH2:14]2.[O:45]1[CH2:46][CH2:47][O:48][CH2:49][CH2:50]1>>[NH2:1][c:2]1[c:3]2[c:4]([n:5][cH:6][n:7]1)[n:8]([CH:31]1[CH2:32][CH2:33][NH:34][CH2:35][CH2:36]1)[cH:9][c:10]2-[c:11]1[cH:12][c:13]2[c:17]([cH:18][cH:19]1)[N:16]([C:20]([CH2:21][c:22]1[c:23]([F:29])[cH:24][cH:25][c:26]([F:28])[cH:27]1)=[O:30])[CH2:15][CH2:14]2.